Task: describe an organic reaction: reactants, conditions, products, and yield. Dataset: the Open Reaction Database (ORD), a public repository of structured organic reaction records The reactants are FC1=C(C#N)C=CC(=C1)C(C)(C=1N(C=NC1)C)O (2-Fluoro-4-[1-hydroxy-1-(3-methyl-3H-imidazol-4-yl)-ethyl]-benzonitrile), C(C)N(C(C1=CC(=CC=C1)O)=O)C1=CC=CC=C1 (N-ethyl-3-hydroxy-N-phenyl-benzamide), C(=O)([O-])[O-].[Cs+].[Cs+] (Cs2CO3). Yields the product C(#N)C1=C(OC=2C=C(C(=O)N(C3=CC=CC=C3)CC)C=CC2)C=C(C=C1)C(C)(C=1N(C=NC1)C)O (3-{2-Cyano-5-[1-hydroxy-1-(3-methyl-3H-imidazol-4-yl)-ethyl]-phenoxy}-N-ethyl-N-phenyl-benzamide). Procedure details: 2-Fluoro-4-[1-hydroxy-1-(3-methyl-3H-imidazol-4-yl)-ethyl]-benzonitrile (0.054 g, 0.220 mmol), N-ethyl-3-hydroxy-N-phenyl-benzamide (0.053 g, 0.220 mmol) and Cs2CO3 (0.143 g, 0.440 mmol) were dissolved in anhydrous DMF (5 mL) and heated at 60° C. under Ar for 4 days. The reaction was diluted with EtOAc, washed with satd. NaHCO3 solution, water, and brine. The organic layer was dried (MgSO4), concentrated and purified using SiO2 chromatography (1-3% MeOH/CH2Cl2) to give the title compound. FAB MS... Reaction SMILES: F[C:2]1[CH:9]=[C:8]([C:10]([OH:18])([C:12]2[N:13]([CH3:17])[CH:14]=[N:15][CH:16]=2)[CH3:11])[CH:7]=[CH:6][C:3]=1[C:4]#[N:5].[CH2:19]([N:21]([C:31]1[CH:36]=[CH:35][CH:34]=[CH:33][CH:32]=1)[C:22](=[O:30])[C:23]1[CH:28]=[CH:27][CH:26]=[C:25]([OH:29])[CH:24]=1)[CH3:20].C([O-])([O-])=O.[Cs+].[Cs+]>CN(C=O)C.CCOC(C)=O>[C:4]([C:3]1[CH:6]=[CH:7][C:8]([C:10]([OH:18])([C:12]2[N:13]([CH3:17])[CH:14]=[N:15][CH:16]=2)[CH3:11])=[CH:9][C:2]=1[O:29][C:25]1[CH:24]=[C:23]([CH:28]=[CH:27][CH:26]=1)[C:22]([N:21]([CH2:19][CH3:20])[C:31]1[CH:36]=[CH:35][CH:34]=[CH:33][CH:32]=1)=[O:30])#[N:5] |f:2.3.4|. Run at temperature 60 celsius. The solvent is CN(C)C=O (DMF), CCOC(=O)C (EtOAc). The solvent is O (Water), C([O-])([O-])=O.[Na+].[Na+] (Sodium carbonate), O (Water). Reported procedure: To a mixture of tert-butyl 1-(5-(5-bromo-1-(tetrahydro-2H-pyran-2-yl)-1H-pyrazolo[3,4-c]pyridin-3-yl)pyridin-3-yl)piperidin-4-ylcarbamate (45.0 mg, 0.0807 mmol), 3-Pyridylboronic acid (29.8 mg, 0.242 mmol) and 1,1′-Bis(diphenylphosphino)ferrocenepalladium (II) chloride (9.888 mg, 0.01211 mmol) in Acetonitrile (1.01 mL, 19.4 mmol) was added 1.0 M of Potassium acetate in Water (0.121 mL) and 1.0 M of Sodium carbonate in Water (0.121 mL). The reaction mixture was irradiated in microwave at 125° C. ... The reactants are BrC=1C=C2C(=CN1)N(N=C2C=2C=C(C=NC2)N2CCC(CC2)NC(OC(C)(C)C)=O)C2OCCCC2 (tert-butyl 1-(5-(5-bromo-1-(tetrahydro-2H-pyran-2-yl)-1H-pyrazolo[3,4-c]pyridin-3-yl)pyridin-3-yl)piperidin-4-ylcarbamate), N1=CC(=CC=C1)B(O)O (3-Pyridylboronic acid), C(C)#N (Acetonitrile), C(C)(=O)[O-].[K+] (Potassium acetate). The reagents and catalysts are C1=CC=C(C=C1)P([C-]2C=CC=C2)C3=CC=CC=C3.C1=CC=C(C=C1)P([C-]2C=CC=C2)C3=CC=CC=C3.Cl[Pd]Cl.[Fe+2] (1,1′-Bis(diphenylphosphino)ferrocenepalladium (II) chloride). Product: N1=CC(=CC=C1)C=1C=C2C(=CN1)N(N=C2C=2C=C(C=NC2)N2CCC(CC2)NC(OC(C)(C)C)=O)C2OCCCC2 (tert-butyl 1-(5-(5-(pyridin-3-yl)-1-(tetrahydro-2H-pyran-2-yl)-1H-pyrazolo[3,4-c]pyridin-3-yl)pyridin-3-yl)piperidin-4-ylcarbamate). As a reaction SMILES: Br[C:2]1[CH:3]=[C:4]2[C:10]([C:11]3[CH:12]=[C:13]([N:17]4[CH2:22][CH2:21][CH:20]([NH:23][C:24](=[O:30])[O:25][C:26]([CH3:29])([CH3:28])[CH3:27])[CH2:19][CH2:18]4)[CH:14]=[N:15][CH:16]=3)=[N:9][N:8]([CH:31]3[CH2:36][CH2:35][CH2:34][CH2:33][O:32]3)[C:5]2=[CH:6][N:7]=1.[N:37]1[CH:42]=[CH:41][CH:40]=[C:39](B(O)O)[CH:38]=1.C(#N)C.C([O-])(=O)C.[K+]>O.C(=O)([O-])[O-].[Na+].[Na+].C1C=CC(P(C2C=CC=CC=2)[C-]2C=CC=C2)=CC=1.C1C=CC(P(C2C=CC=CC=2)[C-]2C=CC=C2)=CC=1.Cl[Pd]Cl.[Fe+2]>[N:37]1[CH:42]=[CH:41][CH:40]=[C:39]([C:2]2[CH:3]=[C:4]3[C:10]([C:11]4[CH:12]=[C:13]([N:17]5[CH2:22][CH2:21][CH:20]([NH:23][C:24](=[O:30])[O:25][C:26]([CH3:27])([CH3:28])[CH3:29])[CH2:19][CH2:18]5)[CH:14]=[N:15][CH:16]=4)=[N:9][N:8]([CH:31]4[CH2:36][CH2:35][CH2:34][CH2:33][O:32]4)[C:5]3=[CH:6][N:7]=2)[CH:38]=1 |f:3.4,6.7.8,9.10.11.12|. Starting materials: C(C)(=O)OC(C)=O (acetic acid anhydride), OC1=CC=C(C=C1)C(O)C(Cl)(Cl)Cl (p-hydroxyphenyl trichloromethyl carbinol), N1=CC=CC=C1 (pyridine). The product is ester, C(C)(=O)OC1=CC=C(C=C1)C(O)C(Cl)(Cl)Cl (p-acetoxyphenyl trichloromethyl carbinol). Yield: 98.5%. As a reaction SMILES: [OH:1][C:2]1[CH:7]=[CH:6][C:5]([CH:8]([C:10]([Cl:13])([Cl:12])[Cl:11])[OH:9])=[CH:4][CH:3]=1.N1C=CC=CC=1.[C:20](OC(=O)C)(=[O:22])[CH3:21]>>[C:20]([O:1][C:2]1[CH:7]=[CH:6][C:5]([CH:8]([C:10]([Cl:11])([Cl:12])[Cl:13])[OH:9])=[CH:4][CH:3]=1)(=[O:22])[CH3:21]. Procedure details: A 0.1 mole quantity of p-hydroxyphenyl trichloromethyl carbinol was dissolved in 0.3 mole of pyridine. To the solution was dropwise added 0.22 mole of acetic acid anhydride with stirring. The resulting mixture was agitated for 2 hours. After completion of the reaction, the pyridine was distilled off at reduced pressure and the residue was washed with 50 ml of water. The crystals were filtered off to obtain ester of p-acetoxyphenyl trichloromethyl carbinol and acetic acid. Yield 98.5%, m.p. 152.5... Starting materials: [OH-].[Li+] (lithium hydroxide), NCC=1C=CC=C2C=CC(=CC12)C(=O)OC (methyl 8-aminomethyl-2-naphthoate), [OH-].[Li+] (lithium hydroxide). Solvent: O1CCCC1 (tetrahydrofuran). Reaction conditions: time 20 hour. Yields the product NCC=1C=CC=C2C=CC(=CC12)C(=O)O (8-aminomethyl-2-naphthoic acid). The yield is 94.3%. As a reaction SMILES: [NH2:1][CH2:2][C:3]1[CH:4]=[CH:5][CH:6]=[C:7]2[C:12]=1[CH:11]=[C:10]([C:13]([O:15]C)=[O:14])[CH:9]=[CH:8]2.[OH-].[Li+]>O1CCCC1>[NH2:1][CH2:2][C:3]1[CH:4]=[CH:5][CH:6]=[C:7]2[C:12]=1[CH:11]=[C:10]([C:13]([OH:15])=[O:14])[CH:9]=[CH:8]2 |f:1.2|. Procedure details: Part C--To a solution of methyl 8-aminomethyl-2-naphthoate (0.75 g, 0.0035 mol) in dry tetrahydrofuran (50 mL), cooled to 0° C., was added a solution of lithium hydroxide (0.5 M, 5.83 mL). All was stirred at ambient temperature over 20 hours. Another aliquot of lithium hydroxide was added and all was stirred for an additional 20 hours. The solid was collected and the filtrate was evaporated to dryness under reduced pressure. The solids were triturated with diethyl ether to give 8-aminomethyl-2-n... Starting materials: C([O-])([O-])=O.[Na+].[Na+] (sodium carbonate), II (iodine), II (iodine), CC=1OC=CC1S (2-methyl-3-furanthiol), C1(CCCCC1)S (cyclohexylmercaptan). The solvent is O (water), C(C)OCC (diethyl ether), C(C)OCC (diethyl ether). Reaction conditions: time 10 minute. Product: C1(CCCCC1)SSC1=C(OC=C1)C (CYCLOHEXYL(2-METHYL-3-FURYL)-DISULFIDE). Reaction SMILES: [CH3:1][C:2]1[O:3][CH:4]=[CH:5][C:6]=1[SH:7].[CH:8]1([SH:14])[CH2:13][CH2:12][CH2:11][CH2:10][CH2:9]1.C(=O)([O-])[O-].[Na+].[Na+].II>C(OCC)C.O>[CH:8]1([S:14][S:7][C:6]2[CH:5]=[CH:4][O:3][C:2]=2[CH3:1])[CH2:13][CH2:12][CH2:11][CH2:10][CH2:9]1 |f:2.3.4|. Reported procedure: 0.57 Grams (0.0050 moles) of 2-methyl-3-furanthiol and 1.16 grams (0.01 moles) of cyclohexylmercaptan are dissolved in 12 ml of diethyl ether. 0.8 Grams (0.0075 moles) of sodium carbonate dissolved in 8 ml water is added to the reaction mass. Over a period of 10 minutes, a solution of 1.9 grams (0.0075 moles) of iodine dissolved in 6 ml diethyl ether is added to the reaction mass with stirring until the iodine color remains. The reaction mass is then stirred over a period of 45 minutes. Reactants: C(=C)(C)C1=NC(=CC2=CC(=CC=C12)O)NC1=NNC(=C1)C (1-Isopropenyl-3-(5-methyl-1H-pyrazol-3-ylamino)-isoquinolin-6-ol). The reagents and catalysts are [Pd] (Pd/C). Conditions: time 8 hour. The product is C(C)(C)C1=NC(=CC2=CC(=CC=C12)O)NC1=NNC(=C1)C (1-Isopropyl-3-(5-methyl-1H-pyrazol-3-ylamino)-isoquinolin-6-ol). The yield is 79.4%. RXN SMILES: [C:1]([C:4]1[C:13]2[C:8](=[CH:9][C:10]([OH:14])=[CH:11][CH:12]=2)[CH:7]=[C:6]([NH:15][C:16]2[CH:20]=[C:19]([CH3:21])[NH:18][N:17]=2)[N:5]=1)([CH3:3])=[CH2:2]>[Pd]>[CH:1]([C:4]1[C:13]2[C:8](=[CH:9][C:10]([OH:14])=[CH:11][CH:12]=2)[CH:7]=[C:6]([NH:15][C:16]2[CH:20]=[C:19]([CH3:21])[NH:18][N:17]=2)[N:5]=1)([CH3:3])[CH3:2]. Procedure: The mixture of 1-Isopropenyl-3-(5-methyl-1H-pyrazol-3-ylamino)-isoquinolin-6-ol (100 mg) and 10% Pd/C (15 mg) was sealed in high-pressure bottle under 40 psi H2 pressure and stirred overnight at room temperature. Then the mixture was filtered, and the filtrate was evaporated to give 1-Isopropyl-3-(5-methyl-1H-pyrazol-3-ylamino)-isoquinolin-6-ol (80 mg) as oil. LC-MS: m/e 283 (MH+). Starting materials: O=C(c1ccc(Br)cc1)C(F)F, C1CCOC1, C[Mg]Cl. Yields the product CC(O)(c1ccc(Br)cc1)C(F)F. As a reaction SMILES: [Br:1][c:2]1[cH:3][cH:4][c:5]([C:8]([CH:9]([F:10])[F:11])=[O:12])[cH:6][cH:7]1.[CH2:16]1[O:17][CH2:18][CH2:19][CH2:20]1.[CH3:13][Mg:14][Cl:15]>>[Br:1][c:2]1[cH:3][cH:4][c:5]([C:8]([CH:9]([F:10])[F:11])([OH:12])[CH3:13])[cH:6][cH:7]1. The reactants are C(C)(C)(C)[Si](OC=1C=C(C=CC1)NC(C1=CC(=CC=C1)OC1=C(C=C(C=C1)Cl)[N+](=O)[O-])=O)(C)C (N-[3-(tert-Butyl-dimethyl-silanyloxy)-phenyl]-3-(4-chloro-2-nitro-phenoxy)-benzamide), [F-].C(CCC)[N+](CCCC)(CCCC)CCCC (tetrabutylammonium fluoride), O (water). Run in C1CCOC1 (THF). Reaction conditions: time 16 hour. The product is ClC1=CC(=C(OC=2C=C(C(=O)NC3=CC(=CC=C3)O)C=CC2)C=C1)[N+](=O)[O-] (3-(4-Chloro-2-nitro-phenoxy)-N-(3-hydroxy-phenyl)-benzamide). Isolated yield 86.6%. Reaction SMILES: C([Si](C)(C)[O:6][C:7]1[CH:8]=[C:9]([NH:13][C:14](=[O:32])[C:15]2[CH:20]=[CH:19][CH:18]=[C:17]([O:21][C:22]3[CH:27]=[CH:26][C:25]([Cl:28])=[CH:24][C:23]=3[N+:29]([O-:31])=[O:30])[CH:16]=2)[CH:10]=[CH:11][CH:12]=1)(C)(C)C.[F-].C([N+](CCCC)(CCCC)CCCC)CCC.O>C1COCC1>[Cl:28][C:25]1[CH:26]=[CH:27][C:22]([O:21][C:17]2[CH:16]=[C:15]([CH:20]=[CH:19][CH:18]=2)[C:14]([NH:13][C:9]2[CH:10]=[CH:11][CH:12]=[C:7]([OH:6])[CH:8]=2)=[O:32])=[C:23]([N+:29]([O-:31])=[O:30])[CH:24]=1 |f:1.2|. Procedure details: To the product from Example 174a (1.5 g, 3.0 mmol) in THF (25 mL) was added tetrabutylammonium fluoride (0.94 g, 3.6 mmol). The reaction was stirred for 16 h. The reaction was poured into water and extracted with ethyl acetate. The organic layer washed with water, brine, and dried over sodium sulfate, filtered and concentrated under vacuum giving the title compound (1.0 g, 86%).